This data is from the Open Reaction Database (ORD), a public repository of structured organic reaction records. The task is: describe an organic reaction: reactants, conditions, products, and yield The reactants are CC(=O)c1ccc(NCc2ccc(C(O)c3cccc(C(=O)O)c3)cc2)c(C)c1O, CC(=O)c1ccc(N(C)Cc2ccc(C(O)c3cccc(C#N)c3)cc2)c(C)c1O. Yields the product CC(=O)c1ccc(N(C)Cc2ccc(C(O)c3cccc(C(=O)O)c3)cc2)c(C)c1O. RXN SMILES: [C:1]([CH3:2])(=[O:3])[c:4]1[c:5]([OH:30])[c:6]([CH3:29])[c:7]([NH:10][CH2:11][c:12]2[cH:13][cH:14][c:15]([CH:18]([c:19]3[cH:20][c:21]([C:22](=[O:23])[OH:24])[cH:25][cH:26][cH:27]3)[OH:28])[cH:16][cH:17]2)[cH:8][cH:9]1.[C:31]([c:32]1[cH:33][cH:34][c:35]([N:36]([CH2:37][c:38]2[cH:39][cH:40][c:41]([CH:42]([OH:43])[c:44]3[cH:45][c:46]([C:50]#[N:51])[cH:47][cH:48][cH:49]3)[cH:52][cH:53]2)[CH3:54])[c:55]([CH3:56])[c:57]1[OH:58])(=[O:59])[CH3:60]>>[C:1]([CH3:2])(=[O:3])[c:4]1[c:5]([OH:30])[c:6]([CH3:29])[c:7]([N:10]([CH2:11][c:12]2[cH:13][cH:14][c:15]([CH:18]([c:19]3[cH:20][c:21]([C:22](=[O:23])[OH:24])[cH:25][cH:26][cH:27]3)[OH:28])[cH:16][cH:17]2)[CH3:31])[cH:8][cH:9]1. Reactants: C(C)(=O)O[BH-](OC(C)=O)OC(C)=O.[Na+] (sodium triacetoxyborohydride), N1N=CC2=CC(=CC=C12)NC1CCC(CC1)=O (4-(1H-5-Indazolylamino)-1-cyclohexanone), N1N=CC2=CC(=CC=C12)NC1CCC(CC1)=O (4-(1H-5-Indazolylamino)-1-cyclohexanone), C(C)N (ethylamine), Cl.CO (Hydrochloric acid methanol). Solvent: CO (methanol). Conditions: time 18 hour. The product is C(C)NC1CCC(CC1)NC=1C=C2C=NNC2=CC1 (N1-Ethyl-N4-(1H-5-indazolyl)-1,4-cyclohexanediamine). Yield: 15.6%. RXN SMILES: [NH:1]1[C:9]2[C:4](=[CH:5][C:6]([NH:10][CH:11]3[CH2:16][CH2:15][C:14](=O)[CH2:13][CH2:12]3)=[CH:7][CH:8]=2)[CH:3]=[N:2]1.[CH2:18]([NH2:20])[CH3:19].C(O[BH-](OC(=O)C)OC(=O)C)(=O)C.[Na+].Cl.CO>CO>[CH2:18]([NH:20][CH:14]1[CH2:15][CH2:16][CH:11]([NH:10][C:6]2[CH:5]=[C:4]3[C:9](=[CH:8][CH:7]=2)[NH:1][N:2]=[CH:3]3)[CH2:12][CH2:13]1)[CH3:19] |f:2.3,4.5|. Procedure: 4-(1H-5-Indazolylamino)-1-cyclohexanone (intermediate 3) (57 mg) and ethylamine (23 mg) were dissolved in methanol (1 ml), and sodium triacetoxyborohydride (105 mg) was added by portions to the solution at room temperature. The reaction mixture was stirred at room temperature for 18 hr. Hydrochloric acid-methanol was then added thereto, and the reaction mixture was stirred and was then concentrated. The residue was purified by HPLC [0.5% aqueous trifluoroacetic acid solution/acetonitrile] to giv... The reactants are O=S(Cl)Cl, O=C(O)COc1cccc2ccccc12. The product is [Cl-], O=C(O)COc1cccc2ccccc12. RXN SMILES: [S:16]([Cl:17])([Cl:18])=[O:19].[c:1]1([O:11][CH2:12][C:13](=[O:14])[OH:15])[cH:2][cH:3][cH:4][c:5]2[cH:6][cH:7][cH:8][cH:9][c:10]12>>[Cl-:18].[c:1]1([O:11][CH2:12][C:13](=[O:14])[OH:15])[cH:2][cH:3][cH:4][c:5]2[cH:6][cH:7][cH:8][cH:9][c:10]12. As a reaction SMILES: [CH2:1]([N:7]1[CH2:12][CH2:11][C:10]([CH3:27])([C:13]2[CH:18]=[CH:17][CH:16]=[C:15](OS(C(F)(F)F)(=O)=O)[CH:14]=2)[CH:9]([CH3:28])[CH2:8]1)[CH2:2][CH2:3][CH2:4][CH2:5][CH3:6].C(NC(C)C)(C)C.[CH3:36][Si:37]([C:40]#[CH:41])([CH3:39])[CH3:38].O>O1CCCC1.[Cu]I.C([O-])(=O)C.[Pd+2].C([O-])(=O)C.C1(P(C2C=CC=CC=2)[C-]2C=CC=C2)C=CC=CC=1.[C-]1(P(C2C=CC=CC=2)C2C=CC=CC=2)C=CC=C1.[Fe+2].ClCCl>[NH3:7].[CH2:1]([N:7]1[CH2:12][CH2:11][C:10]([CH3:27])([C:13]2[CH:18]=[CH:17][CH:16]=[C:15]([C:41]#[C:40][Si:37]([CH3:39])([CH3:38])[CH3:36])[CH:14]=2)[CH:9]([CH3:28])[CH2:8]1)[CH2:2][CH2:3][CH2:4][CH2:5][CH3:6] |f:6.7.8,9.10.11|. Reagents/catalysts: [Cu]I (Copper(I) iodide), C(C)(=O)[O-].[Pd+2].C(C)(=O)[O-] (palladium(II) acetate), C1(=CC=CC=C1)P([C-]1C=CC=C1)C1=CC=CC=C1.[C-]1(C=CC=C1)P(C1=CC=CC=C1)C1=CC=CC=C1.[Fe+2] (1,1 ′-bis(diphenylphosphino)ferrocene). Solvent: O1CCCC1 (tetrahydrofuran), ClCCl (dichloromethane). Reported procedure: To a solution of 1-hexyl-3,4-dimethyl-4-(3-trifluoromethanesulfonyloxyphenyl)piperidine (Preparation 1, 350 mg, 0.83 mmol) in tetrahydrofuran (12 mL) was added diisopropylamine (4 mL) and trimethylsilylethyne (4.5 g, 46 mmol) and the mixture was de-oxygenated by evacuating and flushing with nitrogen five times. Copper(I) iodide (6.2 mg 0.033 mmol), and then catalytic quantities of palladium(II) acetate and 1,1 ′-bis(diphenylphosphino)ferrocene were added. The reaction mixture was heated to reflu... The yield is 97.8%. Starting materials: C(CCCCC)N1CC(C(CC1)(C1=CC(=CC=C1)OS(=O)(=O)C(F)(F)F)C)C (1-hexyl-3,4-dimethyl-4-(3-trifluoromethanesulfonyloxyphenyl)piperidine), C(C)(C)NC(C)C (diisopropylamine), C[Si](C)(C)C#C (trimethylsilylethyne), O (Water). Product: N (ammonia), C(CCCCC)N1CC(C(CC1)(C1=CC(=CC=C1)C#C[Si](C)(C)C)C)C (1-Hexyl-3,4-dimethyl-4-{3-[2-(trimethylsilyl)ethynyl]-phenyl}piperidine). Solvent: O1CCOCC1 (1,4-dioxane), CO (methanol). Reaction SMILES: Cl.[NH2:2][C:3]1[N:8]=[C:7]([C:9]2[CH:18]=[C:17]3[C:12]([CH2:13][CH2:14][N:15]([C:19](=[O:34])[CH2:20][CH:21]4[CH2:26][CH2:25][N:24](C(OC(C)(C)C)=O)[CH2:23][CH2:22]4)[CH2:16]3)=[CH:11][CH:10]=2)[CH:6]=[C:5]([N:35]2[CH2:40][CH2:39][N:38]([CH3:41])[CH2:37][CH2:36]2)[N:4]=1>O1CCOCC1.CO>[CH3:41][N:38]1[CH2:37][CH2:36][N:35]([C:5]2[CH:6]=[C:7]([C:9]3[CH:18]=[C:17]4[C:12]([CH2:13][CH2:14][N:15]([C:19](=[O:34])[CH2:20][CH:21]5[CH2:26][CH2:25][NH:24][CH2:23][CH2:22]5)[CH2:16]4)=[CH:11][CH:10]=3)[N:8]=[C:3]([NH2:2])[N:4]=2)[CH2:40][CH2:39]1. Reaction conditions: time 2 hour. Yield: 123.6%. Yields the product CN1CCN(CC1)C1=NC(=NC(=C1)C1=CC=C2CCN(CC2=C1)C(CC1CCNCC1)=O)N (4-(4-methylpiperazin-1-yl)-6-[2-(piperidin-4-ylacetyl)-1,2,3,4-tetrahydroisoquinolin-7-yl]pyrimidin-2-amine). Reactants: Cl (HCl), NC1=NC(=CC(=N1)C1=CC=C2CCN(CC2=C1)C(CC1CCN(CC1)C(=O)OC(C)(C)C)=O)N1CCN(CC1)C (tert-butyl 4-{2-[7-[2-amino-6-(4-methylpiperazin-1-yl)pyrimidin-4-yl]-3,4-dihydroisoquinolin-2(1H)-yl]-2-oxoethyl}piperidine-1-carboxylate). Procedure: 2 mL of 4.0 N HCl in 1,4-dioxane was added to a solution of tert-butyl 4-{2-[7-[2-amino-6-(4-methylpiperazin-1-yl)pyrimidin-4-yl]-3,4-dihydroisoquinolin-2(1H)-yl]-2-oxoethyl}piperidine-1-carboxylate (25 mg, 0.045 mmol) in methanol (1.0 mL). The reaction mixture was stirred at r.t. for 2 h. The volatiles were removed under reduced pressure to afford the product as an HCl salt (25 mg, 98%). Analytic LCMS (M+H)+: m/z=450.2.